From a dataset of the Open Reaction Database (ORD), a public repository of structured organic reaction records. describe an organic reaction: reactants, conditions, products, and yield Procedure: As seen below, benzoyl chloride, acetyl chloride and pivaloyl chloride were tested for use in the present invention. The best results were obtained with benzoyl chloride, which provided a yield of the acrylic anhydride of 77.2%. Acetyl chloride gave a less preferred product mixture that comprised 50% mixed anhydride, 25% acetic anhydride and 25% acrylic anhydride; the pivaloyl chloride reaction also gave a less preferred product mixture that comprised 50% mixed anhydride, 30% pivaloyl anhydride ... Yields the product C(C1=CC=CC=C1)(=O)OC(C1=CC=CC=C1)=O (benzoic anhydride). Starting materials: anhydride, C(C)(=O)OC(C)=O (acetic anhydride), C(C=C)(=O)OC(C=C)=O (acrylic anhydride), anhydride, pivaloyl anhydride, C(C=C)(=O)OC(C=C)=O (acrylic anhydride), C(C(C)(C)C)(=O)Cl (pivaloyl chloride), C(C1=CC=CC=C1)(=O)Cl (Benzoyl chloride), C(C)(=O)Cl (acetyl chloride), CC(C(=O)CC(C(=O)Cl)(C)C)(C)C (trimethyacetyl (pivaloyl) chloride), C(C1=CC=CC=C1)(=O)Cl (benzoyl chloride). Reaction SMILES: [C:1]([O:4][C:5](=[O:7])[CH3:6])(=[O:3])[CH3:2].C(OC(=O)C=C)(=O)C=C.C(Cl)(=O)C(C)(C)C.C(Cl)(=O)[C:25]1[CH:30]=[CH:29][CH:28]=[CH:27]C=1.C(Cl)(=O)C.[CH3:37][C:38](C)(C)[C:39]([CH2:41][C:42](C)(C)C(Cl)=O)=O>>[C:1]([O:4][C:5](=[O:7])[C:6]1[CH:27]=[CH:28][CH:29]=[CH:30][CH:25]=1)(=[O:3])[C:2]1[CH:42]=[CH:41][CH:39]=[CH:38][CH:37]=1.